This data is from the Open Reaction Database (ORD), a public repository of structured organic reaction records. The task is: describe an organic reaction: reactants, conditions, products, and yield The reactants are Cl (hydrochloric acid), ClCCCC(C(=O)NNC(=O)OC(C)(C)C)C1=C(C=C(C=C1F)F)F (tert-butyl N′-[5-chloro-2-(2,4,6-trifluorophenyl)pentanoyl]hydrazinecarboxylate). The solvent is C(C)(=O)O (acetic acid), C(C)(=O)OCC (ethyl acetate). Reaction conditions: time 15 hour. Product: Cl.ClCCCC(C(=O)NN)C1=C(C=C(C=C1F)F)F (5-chloro-2-(2,4,6-trifluorophenyl)pentanoic acid hydrazide hydrochloride). The yield is 199.8%. Reaction SMILES: Cl.[Cl:2][CH2:3][CH2:4][CH2:5][CH:6]([C:18]1[C:23]([F:24])=[CH:22][C:21]([F:25])=[CH:20][C:19]=1[F:26])[C:7]([NH:9][NH:10]C(OC(C)(C)C)=O)=[O:8]>C(O)(=O)C.C(OCC)(=O)C>[ClH:2].[Cl:2][CH2:3][CH2:4][CH2:5][CH:6]([C:18]1[C:19]([F:26])=[CH:20][C:21]([F:25])=[CH:22][C:23]=1[F:24])[C:7]([NH:9][NH2:10])=[O:8] |f:4.5|. Procedure details: A solution of 4 N hydrochloric acid in acetic acid (3 mL) was added to a solution of tert-butyl N′-[5-chloro-2-(2,4,6-trifluorophenyl)pentanoyl]hydrazinecarboxylate (333 mg) in ethyl acetate (3 mL), and the reaction solution was stirred at room temperature for 15 hours. The reaction solution was concentrated under reduced pressure to obtain 277 mg of the title compound. The property value of the compound is as follows.